From a dataset of the Open Reaction Database (ORD), a public repository of structured organic reaction records. describe an organic reaction: reactants, conditions, products, and yield Reactants: COC(=O)c1ccc(Cc2cccc3ccc(C=CCC(=O)O)cc23)c(OC)c1, CCOC(C)=O, COC(=O)c1ccc(Cc2cccc3ccc(C4CCC(=O)O4)cc23)c(OC)c1. The product is COC(=O)c1ccc(Cc2cccc3ccc(CCCC(=O)O)cc23)c(OC)c1. RXN SMILES: [C:1](=[O:2])([OH:3])[CH2:4][CH:5]=[CH:6][c:7]1[cH:8][cH:9][c:10]2[cH:11][cH:12][cH:13][c:14]([CH2:17][c:18]3[c:19]([O:28][CH3:29])[cH:20][c:21]([C:22](=[O:23])[O:24][CH3:25])[cH:26][cH:27]3)[c:15]2[cH:16]1.[CH3:59][CH2:60][O:61][C:62](=[O:63])[CH3:64].[O:30]=[C:31]1[O:32][CH:33]([c:34]2[cH:35][c:36]3[c:37]([cH:38][cH:39][cH:40][c:41]3[CH2:42][c:43]3[cH:44][cH:45][c:46]([C:47]([O:48][CH3:49])=[O:50])[cH:51][c:52]3[O:53][CH3:54])[cH:55][cH:56]2)[CH2:57][CH2:58]1>>[C:1](=[O:2])([OH:3])[CH2:4][CH2:5][CH2:6][c:7]1[cH:8][cH:9][c:10]2[cH:11][cH:12][cH:13][c:14]([CH2:17][c:18]3[c:19]([O:28][CH3:29])[cH:20][c:21]([C:22](=[O:23])[O:24][CH3:25])[cH:26][cH:27]3)[c:15]2[cH:16]1. Run in C1=CC=CC=C1 (benzene). As a reaction SMILES: [CH3:1][O:2][C:3]1[CH:4]=[C:5]2[C:10](=[CH:11][CH:12]=1)[C:9](=O)[CH:8]([CH2:14][C:15]([O:17][CH3:18])=[O:16])[CH2:7][CH2:6]2.P(Cl)(Cl)(Cl)(Cl)[Cl:20]>C1C=CC=CC=1>[Cl:20][C:9]1[C:10]2[C:5](=[CH:4][C:3]([O:2][CH3:1])=[CH:12][CH:11]=2)[CH:6]=[CH:7][C:8]=1[CH2:14][C:15]([O:17][CH3:18])=[O:16]. Run at time 5 hour. Product: ClC1=C(C=CC2=CC(=CC=C12)OC)CC(=O)OC (methyl 1-chloro-6-methoxy-2-naphthylacetate). Procedure details: To a mixture of 25 g. of 6-methoxy-2-(methoxycarbonylmethyl)-1-tetralone and 150 ml. of benzene, 21 g. of phosphorus pentachloride are slowly added. After the addition, the chlorination mixture is allowed to stand for an additional five hours; then it is added to 500 g. of ice and extracted with xylene. The extracts, containing methyl 1-chloro-6-methoxy-3,4-dihydro-2-naphthylacetate, are combined, washed with water to neutrality and dried over sodium sulfate; then 23 g. of 2,3-dichloro-5,6-dicya... Reactants: COC=1C=C2CCC(C(C2=CC1)=O)CC(=O)OC (6-methoxy-2-(methoxycarbonylmethyl)-1-tetralone), P(Cl)(Cl)(Cl)(Cl)Cl (phosphorus pentachloride). The reactants are ClC\C=C/CCl (cis-1,4-dichloro-2-butene), CC(C(=O)OC(C)(C)C)C(=O)[O-] (t-butyl methylmalonate), [H-].[Li+] (LiH), CC1CN1C(=O)N(C)C (N,N-dimethylpropylene urea). Solvent: O.CC(C)(C)OC (water MTBE), C1CCOC1 (THF), C1CCOC1 (THF), C1CCOC1 (THF). Run at temperature 2.5 celsius. The product is COC(=O)C1(CC=CC1)C(=O)OC(C)(C)C (1-(methoxycarbonyl)-1-(tert-butoxycarbonyl)cyclopent-3-ene). RXN SMILES: [CH3:1][CH:2]([C:10]([O-:12])=[O:11])[C:3]([O:5][C:6]([CH3:9])([CH3:8])[CH3:7])=[O:4].[H-].[Li+].[CH3:15][CH:16]1N(C(N(C)C)=O)[CH2:17]1.Cl[CH2:25]/C=C\CCl>C1COCC1.O.CC(OC)(C)C>[CH3:25][O:11][C:10]([C:2]1([C:3]([O:5][C:6]([CH3:8])([CH3:7])[CH3:9])=[O:4])[CH2:17][CH:16]=[CH:15][CH2:1]1)=[O:12] |f:1.2,6.7|. Procedure details: Add a solution of t-butyl methylmalonate (129 g, 0.75 mol) in THF (385 mL) to a slurry of LiH (14.9 g, 1.875 mol) in THF (900 mL) and N,N-dimethylpropylene urea (DMPU, 155 g, 1.2 mol) over 30 minutes while maintaining the temperature at 0-5° C. Heat the reaction mixture to 65° C. and add a solution of cis-1,4-dichloro-2-butene (95%, 100 g, 0.8 mol, 1.08 eq) in THF (100 mL) over 5.5 hours, maintaining the temperature at 63-67° C. Stir the reaction for 4 hours at 65° C. A water/MTBE work-up of the... As a reaction SMILES: S(Cl)(Cl)(=O)=O.[Cl:6][CH2:7][O:8][CH2:9][C:10]1[CH:14]=[N:13][S:12][N:11]=1.CSCOCC1C=NSN=1>ClCCl>[Cl:6][CH2:7][O:8][CH2:9][C:10]1[CH:14]=[N:13][S:12][N:11]=1 |f:0.1|. The solvent is ClCCl (dichloromethane), ClCCl (dichloromethane). The product is ClCOCC1=NSN=C1 (3-(Chloromethyloxymethyl)-1,2,5-thiadiazole). Procedure: 3-(Chloromethyloxymethyl)-1,2,5-thiadiazole Sulfuryl chloride (0.24 mmol) in dry dichloromethane (0.5 ml) was added dropwise over a period of 3 minutes at 0° C. to a solution of 3-(Methylthiomethyloxy)methyl-1,2,5-thiadiazole (0.24 mmol) in dry dichloromethane (1.5 ml). The mixture was stirred at 0° C. for 5 minutes and at room temperature for 10 minutes before the solution was evaporated at reduced pressure. The crude product (30 mg, 75%) was used for alkylation in Example 9 without any further... Reactants: S(=O)(=O)(Cl)Cl.ClCOCC1=NSN=C1 (3-(Chloromethyloxymethyl)-1,2,5-thiadiazole Sulfuryl chloride), CSCOCC1=NSN=C1 (3-(Methylthiomethyloxy)methyl-1,2,5-thiadiazole). Reaction conditions: temperature 0 celsius, time 10 minute.